This data is from the Open Reaction Database (ORD), a public repository of structured organic reaction records. The task is: describe an organic reaction: reactants, conditions, products, and yield Procedure details: 3-[[2-(3,4-Dimethoxyphenyl)ethyl]methylamino]-N-(3,4,5-trimethoxyphenyl)-1-propanesulfonamide (6.7 g, 0.0139 mol) in dry dimethylformamide (100 mL) was treated with sodium hydride, 60% in mineral oil, (0.555 g, 0.0139 mol) and the reaction stirred 1 hour at which point 2-bromopropane (1.71 g, 0.0139 mol) was added and the solution warmed overnight. The reaction was then stripped, dissolved in methylene chloride, filtered and evaporated to a gum. Preparative high pressure chromatography provided ... Reactants: COC=1C=C(C=CC1OC)CCN(CCCS(=O)(=O)NC1=CC(=C(C(=C1)OC)OC)OC)C (3-[[2-(3,4-Dimethoxyphenyl)ethyl]methylamino]-N-(3,4,5-trimethoxyphenyl)-1-propanesulfonamide), [H-].[Na+] (sodium hydride), BrC(C)C (2-bromopropane). Yield: 46.6%. Reaction SMILES: [CH3:1][O:2][C:3]1[CH:4]=[C:5]([CH2:11][CH2:12][N:13]([CH3:33])[CH2:14][CH2:15][CH2:16][S:17]([NH:20][C:21]2[CH:26]=[C:25]([O:27][CH3:28])[C:24]([O:29][CH3:30])=[C:23]([O:31][CH3:32])[CH:22]=2)(=[O:19])=[O:18])[CH:6]=[CH:7][C:8]=1[O:9][CH3:10].[H-].[Na+].Br[CH:37]([CH3:39])[CH3:38]>CN(C)C=O.C(Cl)Cl>[CH3:1][O:2][C:3]1[CH:4]=[C:5]([CH2:11][CH2:12][N:13]([CH3:33])[CH2:14][CH2:15][CH2:16][S:17]([N:20]([CH:37]([CH3:39])[CH3:38])[C:21]2[CH:22]=[C:23]([O:31][CH3:32])[C:24]([O:29][CH3:30])=[C:25]([O:27][CH3:28])[CH:26]=2)(=[O:19])=[O:18])[CH:6]=[CH:7][C:8]=1[O:9][CH3:10] |f:1.2|. The product is COC=1C=C(C=CC1OC)CCN(CCCS(=O)(=O)N(C1=CC(=C(C(=C1)OC)OC)OC)C(C)C)C (3-[[2-(3,4-Dimethoxyphenyl)ethyl]methylamino]-N-(1-methylethyl)-N-(3,4,5-trimethoxyphenyl)-1-propanesulfonamide). Run in C(Cl)Cl (methylene chloride), CN(C=O)C (dimethylformamide). Reactants: O=C([O-])O, CCO, Cc1cc(C(=O)Cl)n(C)n1, Cl, O=C(Nc1nc2ccc(Oc3cc(F)cc([N+](=O)[O-])c3)cn2n1)C1CC1, [Fe], [Na+], O. The product is Cc1cc(C(=O)Nc2cc(F)cc(Oc3ccc4nc(NC(=O)C5CC5)nn4c3)c2)n(C)n1. Reaction SMILES: [C:41](=[O:42])([O-:43])[OH:44].[CH3:28][CH2:29][OH:30].[CH3:31][n:32]1[n:33][c:34]([CH3:40])[cH:35][c:36]1[C:37](=[O:38])[Cl:39].[ClH:27].[F:1][c:2]1[cH:3][c:4]([O:5][c:6]2[cH:7][cH:8][c:9]3[n:10]([cH:11]2)[n:12][c:13]([NH:15][C:16](=[O:17])[CH:18]2[CH2:19][CH2:20]2)[n:14]3)[cH:21][c:22]([N+:24]([O-:25])=[O:26])[cH:23]1.[Fe:46].[Na+:45].[OH2:47]>>[F:1][c:2]1[cH:3][c:4]([O:5][c:6]2[cH:7][cH:8][c:9]3[n:10]([cH:11]2)[n:12][c:13]([NH:15][C:16](=[O:17])[CH:18]2[CH2:19][CH2:20]2)[n:14]3)[cH:21][c:22]([NH:24][C:37]([c:36]2[n:32]([CH3:31])[n:33][c:34]([CH3:40])[cH:35]2)=[O:38])[cH:23]1. The reactants are O=C1C(CCC1)C(=O)OC (methyl 2-oxocyclopentanecarboxylate), C(C=C)O (allyl alcohol). Reagents/catalysts: [Zn] (zinc). Solvent: C1(=CC=CC=C1)C (toluene). The product is O=C1C(CCC1)C(=O)OCC=C (allyl 2-oxocyclopentanecarboxylate). The yield is 99.3%. RXN SMILES: [O:1]=[C:2]1[CH2:6][CH2:5][CH2:4][CH:3]1[C:7]([O:9][CH3:10])=[O:8].[CH2:11](O)[CH:12]=C>C1(C)C=CC=CC=1.[Zn]>[O:1]=[C:2]1[CH2:6][CH2:5][CH2:4][CH:3]1[C:7]([O:9][CH2:10][CH:11]=[CH2:12])=[O:8]. Procedure details: A stirred solution of methyl 2-oxocyclopentanecarboxylate (4.26 g, 30 mmol) and allyl alcohol (10.2 mL, 150 mmol) in anhydrous toluene (25 mL) was treated with powdered zinc (0.40 g, 6 mmol), refluxed for 48 h, and cooled to room temperature. The suspension was filtered, the filter cake rinsed with toluene, and the filtrate concentrated to afford allyl 2-oxocyclopentanecarboxylate (5.01 g, 99%) as a colorless oil. 1H NMR (CDCl3, 300 MHz) δ 5.89 (ddt, J1=15.9 Hz, J2=10.5 Hz, J3=4.8 Hz, 1 H), 5.33...